Dataset: the Open Reaction Database (ORD), a public repository of structured organic reaction records. Task: describe an organic reaction: reactants, conditions, products, and yield Starting materials: BrC1=CC(=C(C=C1)N1C=NC(=C1)C)OC (1-(4-bromo-2-methoxy-phenyl)-4-methyl-1H-imidazole), COC(=O)C=1N(N=C(C1)N)CC1=CC(=C(C(=C1)F)F)F (5-amino-2-(3,4,5-trifluoro-benzyl)-2H-pyrazole-3-carboxylic acid methyl ester). Yields the product COC(=O)C=1N(N=C(C1)NC1=CC(=C(C=C1)N1C=NC(=C1)C)OC)CC1=CC(=C(C(=C1)F)F)F (5-[3-Methoxy-4-(4-methyl-imidazol-1-yl)-phenylamino]-2-(3,4,5-trifluoro-benzyl)-2H-pyrazole-3-carboxylic acid methyl ester), solid. Isolated yield 34.0%. Reaction SMILES: Br[C:2]1[CH:7]=[CH:6][C:5]([N:8]2[CH:12]=[C:11]([CH3:13])[N:10]=[CH:9]2)=[C:4]([O:14][CH3:15])[CH:3]=1.[CH3:16][O:17][C:18]([C:20]1[N:21]([CH2:26][C:27]2[CH:32]=[C:31]([F:33])[C:30]([F:34])=[C:29]([F:35])[CH:28]=2)[N:22]=[C:23]([NH2:25])[CH:24]=1)=[O:19]>>[CH3:16][O:17][C:18]([C:20]1[N:21]([CH2:26][C:27]2[CH:32]=[C:31]([F:33])[C:30]([F:34])=[C:29]([F:35])[CH:28]=2)[N:22]=[C:23]([NH:25][C:2]2[CH:7]=[CH:6][C:5]([N:8]3[CH:12]=[C:11]([CH3:13])[N:10]=[CH:9]3)=[C:4]([O:14][CH3:15])[CH:3]=2)[CH:24]=1)=[O:19]. Procedure details: Prepared in analogy to example 1b) starting with 1-(4-bromo-2-methoxy-phenyl)-4-methyl-1H-imidazole (WO2009076352) and 5-amino-2-(3,4,5-trifluoro-benzyl)-2H-pyrazole-3-carboxylic acid methyl ester from example 39b). The title compound was obtained as a yellowish solid (Yield=34%). MS ISP (m/e): 472.1 (100) [(M+H)+]. Starting materials: COC(C=1NC(=C(C(C1C(=O)OC)C1=C(C=CC=C1)C(F)(F)F)P1(OCCCO1)=O)C)OC (Methyl 2-dimethoxymethyl-6-methyl-5-(2-oxo-1,3,2-dioxaphosphorinan-2-yl)-4-(2-trifluoromethylphenyl)-1,4-dihydropyridine-3-carboxylate), Cl (hydrochloric acid). Run in CC(=O)C (acetone). Yields the product C(=O)C=1NC(=C(C(C1C(=O)OC)C1=C(C=CC=C1)C(F)(F)F)P1(OCCCO1)=O)C (Methyl 2-formyl-6-methyl-5-(2-oxo-1,3,2-dioxaphosphorinan-2-yl)-4-(2-trifluoromethylphenyl)-1,4-dihydropyridine-3-carboxylate). The yield is 81.8%. Reaction SMILES: C[O:2][CH:3](OC)[C:4]1[NH:5][C:6]([CH3:31])=[C:7]([P:24]2(=[O:30])[O:29][CH2:28][CH2:27][CH2:26][O:25]2)[CH:8]([C:14]2[CH:19]=[CH:18][CH:17]=[CH:16][C:15]=2[C:20]([F:23])([F:22])[F:21])[C:9]=1[C:10]([O:12][CH3:13])=[O:11].Cl>CC(C)=O>[CH:3]([C:4]1[NH:5][C:6]([CH3:31])=[C:7]([P:24]2(=[O:30])[O:29][CH2:28][CH2:27][CH2:26][O:25]2)[CH:8]([C:14]2[CH:19]=[CH:18][CH:17]=[CH:16][C:15]=2[C:20]([F:23])([F:21])[F:22])[C:9]=1[C:10]([O:12][CH3:13])=[O:11])=[O:2]. Reported procedure: The dimethylacetal compound (1.43 g) obtained in Example 2 was dissolved in 6 ml of acetone, 1 ml of 6N hydrochloric acid was added thereto with ice cooling and stirring, the mixture was allowed to stand, stirred at ambient temperature for 1 hour, and purified by treating the same as that in Example 4 to give 1.06 g of oily product.